From a dataset of the Open Reaction Database (ORD), a public repository of structured organic reaction records. describe an organic reaction: reactants, conditions, products, and yield Yields the product C(#N)C=1C=CC2=C(C(=C(O2)C(=O)NC2=CC=C(C=C2)C2=CC=C(C=C2)S(=O)(=O)N[C@H](C(=O)O)C(C)C)C)C1OC ((S)-2-{4′-[(5-cyano-4-methoxy-3-methyl-benzofuran-2-carbonyl)-amino]-biphenyl-4-sulfonylamino}-3-methyl-butyric acid). The reactants are COC([C@H](C(C)C)NS(=O)(=O)C1=CC=C(C=C1)C1=CC=C(C=C1)NC(=O)C=1OC2=C(C1C)C(=C(C=C2)C#N)OC)=O ((S)-2-{4′-[(5-cyano-4-methoxy-3-methyl-benzofuran-2-carbonyl)-amino]-biphenyl-4-sulfonylamino}-3-methyl-butyric acid methyl ester), [Li+].[OH-] (LiOH). Run in C1CCOC1 (THF). Procedure: To 70 mg of (S)-2-{4′-[(5-cyano-4-methoxy-3-methyl-benzofuran-2-carbonyl)-amino]-biphenyl-4-sulfonylamino}-3-methyl-butyric acid methyl ester was added 1.5 mL of THF and 2 mL of LiOH solution (3.6 g LiOH/50 mL MeOH/50 mL H2O). The mixture was stirred at room temperature for 3 days. The solvents were removed under vacuum and the residue was dissolved in 5 mL of water. The solution was acidified and the resulting suspension was filtered. The solid product was dried under vacuum to give 42 mg (61% ... RXN SMILES: C[O:2][C:3](=[O:41])[C@@H:4]([NH:8][S:9]([C:12]1[CH:17]=[CH:16][C:15]([C:18]2[CH:23]=[CH:22][C:21]([NH:24][C:25]([C:27]3[O:28][C:29]4[CH:36]=[CH:35][C:34]([C:37]#[N:38])=[C:33]([O:39][CH3:40])[C:30]=4[C:31]=3[CH3:32])=[O:26])=[CH:20][CH:19]=2)=[CH:14][CH:13]=1)(=[O:11])=[O:10])[CH:5]([CH3:7])[CH3:6].[Li+].[OH-]>C1COCC1>[C:37]([C:34]1[CH:35]=[CH:36][C:29]2[O:28][C:27]([C:25]([NH:24][C:21]3[CH:20]=[CH:19][C:18]([C:15]4[CH:16]=[CH:17][C:12]([S:9]([NH:8][C@@H:4]([CH:5]([CH3:7])[CH3:6])[C:3]([OH:41])=[O:2])(=[O:10])=[O:11])=[CH:13][CH:14]=4)=[CH:23][CH:22]=3)=[O:26])=[C:31]([CH3:32])[C:30]=2[C:33]=1[O:39][CH3:40])#[N:38] |f:1.2|. Yield: 61.5%. Run at time 3 day. Reactants: C(C1=CC=CC=C1)NC=1C=C(C(=O)O)C=C(C1C1=CC=CC=C1)S(=O)(=O)Cl (3-benzylamino-5-chlorosulfonyl-4-phenylbenzoic acid), C(CCC)SC=1C=C(C(=O)O)C=C(C1C1=CC=CC=C1)S(=O)(=O)Cl (3-n-butylthio-5-chlorosulfonyl-4-phenylbenzoic acid). Product: C(CCC)SC=1C=C(C(=O)O)C=C(C1C1=CC=CC=C1)S(N)(=O)=O (3-n-butylthio-4-phenyl-5-sulfamylbenzoic acid), hydrate. As a reaction SMILES: C([NH:8]C1C=C(C=C(S(Cl)(=O)=O)C=1C1C=CC=CC=1)C(O)=O)C1C=CC=CC=1.[CH2:28]([S:32][C:33]1[CH:34]=[C:35]([CH:39]=[C:40]([S:48](Cl)(=[O:50])=[O:49])[C:41]=1[C:42]1[CH:47]=[CH:46][CH:45]=[CH:44][CH:43]=1)[C:36]([OH:38])=[O:37])[CH2:29][CH2:30][CH3:31]>>[CH2:28]([S:32][C:33]1[CH:34]=[C:35]([CH:39]=[C:40]([S:48](=[O:50])(=[O:49])[NH2:8])[C:41]=1[C:42]1[CH:47]=[CH:46][CH:45]=[CH:44][CH:43]=1)[C:36]([OH:38])=[O:37])[CH2:29][CH2:30][CH3:31]. Procedure: By replacing in Example 1, step G, 3-benzylamino-5-chlorosulfonyl-4-phenylbenzoic acid with 3-n-butylthio-5-chlorosulfonyl-4-phenylbenzoic acid, and following the procedure described, 3-n-butylthio-4-phenyl-5-sulfamylbenzoic acid is obtained as a hydrate with a melting point of 75°-77° C. Reaction conditions: time 2 hour. Run in C(C)#N (acetonitrile), C(C)N(CC)CC (triethylamine), C(C)#N (acetonitrile), C(C)OCC (diethyl ether), C(C)O (ethanol). Product: Cl.Cl.C1(=CC=CC=C1)CCCNCCNC(=O)C1=CC2=CN=C3C=CC=C(S1)N32 (N-[2-(3-phenylpropan-1-ylamino)ethan-1-yl]-5-thia-1,8b-diazaacenaphthylene-4-carboxamide Dihydrochloride). Procedure: To a suspension of 1.09 g (ca 3.2 mM) of 5-thia-1,8b-diazaacenaphthylene-4-carboxylic acid and 1.15 g (10 mM) of N-hydroxysuccinimide in acetonitrile (15 ml) was added 1.92 g (10 mM) of N-ethyl-N′-3-(N,N-dimethylamino)propylcarbodiimide hydrochloride at room temperature, and the mixture was stirred for 2 hours. The solvent was then distilled off under reduced pressure and the residue was diluted with water and extracted with chloroform. The organic layer was washed with saturated aqueous solutio... RXN SMILES: [N:1]1[CH:2]=[C:3]2[N:12]3[C:7](=[CH:8][CH:9]=[CH:10][C:11]=13)[S:6][C:5]([C:13]([OH:15])=O)=[CH:4]2.ON1C(=O)CCC1=O.[ClH:24].C(N=C=NCCCN(C)C)C.[NH2:36][CH2:37][CH2:38][N:39](C(OC(C)(C)C)=O)[CH2:40][CH2:41][CH2:42][C:43]1[CH:48]=[CH:47][CH:46]=[CH:45][CH:44]=1.Cl>C(#N)C.C(OCC)C.C(O)C.C(N(CC)CC)C>[ClH:24].[ClH:24].[C:43]1([CH2:42][CH2:41][CH2:40][NH:39][CH2:38][CH2:37][NH:36][C:13]([C:5]2[S:6][C:7]3[N:12]4[C:3](=[CH:2][N:1]=[C:11]4[CH:10]=[CH:9][CH:8]=3)[CH:4]=2)=[O:15])[CH:48]=[CH:47][CH:46]=[CH:45][CH:44]=1 |f:2.3,10.11.12|. Starting materials: ester, NCCN(CCCC1=CC=CC=C1)C(=O)OC(C)(C)C (tert-butyl N-(2-aminoethan-1-yl)-3-phenylpropan-1-ylaminocarboxylate), crude product, Cl (hydrochloric acid), N=1C=C2C=C(SC3=CC=CC1N23)C(=O)O (5-thia-1,8b-diazaacenaphthylene-4-carboxylic acid), ON1C(CCC1=O)=O (N-hydroxysuccinimide), Cl.C(C)N=C=NCCCN(C)C (N-ethyl-N′-3-(N,N-dimethylamino)propylcarbodiimide hydrochloride).